Dataset: the Open Reaction Database (ORD), a public repository of structured organic reaction records. Task: describe an organic reaction: reactants, conditions, products, and yield The reactants are O=C(Cl)c1ccccc1, CC(C)CCCC(C)C1CCC2C3=CCC4C(C)(C)C(O)CCC4(C)C3CCC21C, c1ccncc1. Yields the product CC(C)CCCC(C)C1CCC2C3=CCC4C(C)(C)C(OC(=O)c5ccccc5)CCC4(C)C3CCC21C. Reaction SMILES: [C:31]([c:32]1[cH:33][cH:34][cH:35][cH:36][cH:37]1)(=[O:38])[Cl:39].[CH3:1][C:2]1([CH3:30])[CH:3]2[CH2:4][CH:5]=[C:6]3[CH:7]4[CH2:8][CH2:9][CH:10]([CH:11]([CH2:12][CH2:13][CH2:14][CH:15]([CH3:16])[CH3:17])[CH3:18])[C:19]4([CH3:29])[CH2:20][CH2:21][CH:22]3[C:23]2([CH3:28])[CH2:24][CH2:25][CH:26]1[OH:27].[cH:40]1[cH:41][cH:42][n:43][cH:44][cH:45]1>>[CH3:1][C:2]1([CH3:30])[CH:3]2[CH2:4][CH:5]=[C:6]3[CH:7]4[CH2:8][CH2:9][CH:10]([CH:11]([CH2:12][CH2:13][CH2:14][CH:15]([CH3:16])[CH3:17])[CH3:18])[C:19]4([CH3:29])[CH2:20][CH2:21][CH:22]3[C:23]2([CH3:28])[CH2:24][CH2:25][CH:26]1[O:27][C:31]([c:32]1[cH:33][cH:34][cH:35][cH:36][cH:37]1)=[O:38]. Reaction SMILES: [CH2:1]([CH2:2][CH2:3][CH2:4][CH2:5][CH3:6])[CH:7]1[C:8]([C:10](=[O:11])[O:12][CH2:13][CH3:14])([C:15](=[O:16])[O:17][CH2:18][CH3:19])[O:9]1.[CH3:21][CH2:22][OH:23].[NH3:20]>>[CH2:1]([CH2:2][CH2:3][CH2:4][CH2:5][CH3:6])[CH:7]1[C:8]([C:10](=[O:11])[NH2:20])([C:15](=[O:16])[O:17][CH2:18][CH3:19])[O:9]1. Product: CCCCCCC1OC1(C(N)=O)C(=O)OCC. Starting materials: CCCCCCC1OC1(C(=O)OCC)C(=O)OCC, CCO, N. Product: N#CCCN(c1ccc(I)cc1)c1ncccn1. RXN SMILES: [Br:17][CH2:18][CH2:19][C:20]#[N:21].[H-:15].[I:1][c:2]1[cH:3][cH:4][c:5]([NH:8][c:9]2[n:10][cH:11][cH:12][cH:13][n:14]2)[cH:6][cH:7]1.[Na+:16].[O:22]=[CH:23][N:24]([CH3:25])[CH3:26]>>[I:1][c:2]1[cH:3][cH:4][c:5]([N:8]([c:9]2[n:10][cH:11][cH:12][cH:13][n:14]2)[CH2:18][CH2:19][C:20]#[N:21])[cH:6][cH:7]1. The reactants are N#CCCBr, [H-], Ic1ccc(Nc2ncccn2)cc1, [Na+], CN(C)C=O. Reactants: C(C)(C)(C)OC(=O)N1[C@@H](CC(C1)=NOC(C)(C)C)C(=O)O ((2S,4EZ)-1-(tert-butoxycarbonyl)-4-(tert-butoxyimino)-2-pyrrolidinecarboxylic acid), C(C)OC1=C(C2=CC=CC=C2C=C1)C(=O)Cl (2-ethoxy-1-naphthoyl chloride), C(C)N1C2=CC=CC=C2C=2C=C(C=CC12)N (9-ethyl-9H-carbazol-3-amine). The product is C(C)(C)(C)ON=C1C[C@H](N(C1)C(=O)C1=C(C=CC2=CC=CC=C12)OCC)C(=O)NC=1C=CC=2N(C3=CC=CC=C3C2C1)CC ((2S,4EZ)-4-(tert-butoxyimino)-1-(2-ethoxy-1-naphthoyl)-N-(9-ethyl-9H-carbazol-3-yl)-2-pyrrolidinecarboxamide). Reaction SMILES: C(O[C:6]([N:8]1[CH2:12][C:11](=[N:13][O:14][C:15]([CH3:18])([CH3:17])[CH3:16])[CH2:10][C@H:9]1[C:19]([OH:21])=O)=[O:7])(C)(C)C.[CH2:22]([O:24][C:25]1[CH:34]=[CH:33][C:32]2[C:27](=[CH:28][CH:29]=[CH:30][CH:31]=2)[C:26]=1C(Cl)=O)[CH3:23].[CH2:38]([N:40]1[C:52]2[CH:51]=[CH:50][C:49]([NH2:53])=[CH:48][C:47]=2[C:46]2[C:41]1=[CH:42][CH:43]=[CH:44][CH:45]=2)[CH3:39]>>[C:15]([O:14][N:13]=[C:11]1[CH2:12][N:8]([C:6]([C:26]2[C:27]3[C:32](=[CH:31][CH:30]=[CH:29][CH:28]=3)[CH:33]=[CH:34][C:25]=2[O:24][CH2:22][CH3:23])=[O:7])[C@H:9]([C:19]([NH:53][C:49]2[CH:50]=[CH:51][C:52]3[N:40]([CH2:38][CH3:39])[C:41]4[C:46]([C:47]=3[CH:48]=2)=[CH:45][CH:44]=[CH:43][CH:42]=4)=[O:21])[CH2:10]1)([CH3:16])([CH3:17])[CH3:18]. Reported procedure: Following the general method as outlined in Example 22, starting from (2S,4EZ)-1-(tert-butoxycarbonyl)-4-(tert-butoxyimino)-2-pyrrolidinecarboxylic acid, 2-ethoxy-1-naphthoyl chloride, and 9-ethyl-9H-carbazol-3-amine the title compound was obtained in 47% purity by LC/MS. MS(ESI+): m/z=591.4.